This data is from the Open Reaction Database (ORD), a public repository of structured organic reaction records. The task is: describe an organic reaction: reactants, conditions, products, and yield The reactants are [Si](C)(C)(C(C)(C)C)OCCN1N=CC(=C1)[N+](=O)[O-] (1-(2-(tert-Butyldimethylsilyloxy)ethyl)-4-nitro-1H-pyrazole). Solvent: C(C)O (ethanol). Reaction conditions: time 3 hour. Product: [Si](C)(C)(C(C)(C)C)OCCN1N=CC(=C1)N (1-(2-(tert-Butyldimethylsilyloxy)ethyl)-1H-pyrazol-4-amine). Isolated yield 99.5%. Reaction SMILES: [Si:1]([O:8][CH2:9][CH2:10][N:11]1[CH:15]=[C:14]([N+:16]([O-])=O)[CH:13]=[N:12]1)([C:4]([CH3:7])([CH3:6])[CH3:5])([CH3:3])[CH3:2]>C(O)C>[Si:1]([O:8][CH2:9][CH2:10][N:11]1[CH:15]=[C:14]([NH2:16])[CH:13]=[N:12]1)([C:4]([CH3:7])([CH3:5])[CH3:6])([CH3:3])[CH3:2]. Procedure: A 250-mL Parr reactor bottle was purged with nitrogen and charged with 10% palladium on carbon (50% wet, 150 mg dry weight) and a solution of 116a (1.11 g, 4.10 mmol) in ethanol (20 mL). The bottle was attached to a Parr hydrogenator, evacuated, charged with hydrogen gas to a pressure of 50 psi and shaken for 3 h. After this time, the hydrogen was evacuated, and nitrogen was charged into the bottle. Celite 521 (1.00 g) was added, and the mixture was filtered through a pad of Celite 521. The filt... Starting materials: C1CCOC1, CO, COC(=O)CC(c1ccc(OCc2ccc(C(C)(C)C)c(-c3cc(OC)ccc3F)c2)cc1)C1CC1, [Li+], [OH-]. The product is COc1ccc(F)c(-c2cc(COc3ccc(C(CC(=O)O)C4CC4)cc3)ccc2C(C)(C)C)c1. Reaction SMILES: [CH2:39]1[O:40][CH2:41][CH2:42][CH2:43]1.[CH3:44][OH:45].[CH:1]1([CH:4]([CH2:5][C:6](=[O:7])[O:8][CH3:9])[c:10]2[cH:11][cH:12][c:13]([O:16][CH2:17][c:18]3[cH:19][c:20](-[c:28]4[c:29]([F:36])[cH:30][cH:31][c:32]([O:34][CH3:35])[cH:33]4)[c:21]([C:24]([CH3:25])([CH3:26])[CH3:27])[cH:22][cH:23]3)[cH:14][cH:15]2)[CH2:2][CH2:3]1.[Li+:38].[OH-:37]>>[CH:1]1([CH:4]([CH2:5][C:6](=[O:7])[OH:8])[c:10]2[cH:11][cH:12][c:13]([O:16][CH2:17][c:18]3[cH:19][c:20](-[c:28]4[c:29]([F:36])[cH:30][cH:31][c:32]([O:34][CH3:35])[cH:33]4)[c:21]([C:24]([CH3:25])([CH3:26])[CH3:27])[cH:22][cH:23]3)[cH:14][cH:15]2)[CH2:2][CH2:3]1. Starting materials: BrC(Br)(Br)Br, C1CCOC1, CCOC(C)=O, OCCc1ccc2c(c1)sc1ncnc(Nc3ccc(OCc4cccc(F)c4)c(Cl)c3)c12, ClCCl, c1ccc(P(c2ccccc2)c2ccccc2)cc1. The product is Fc1cccc(COc2ccc(Nc3ncnc4sc5cc(CCBr)ccc5c34)cc2Cl)c1. As a reaction SMILES: [C:53]([Br:54])([Br:55])([Br:56])[Br:57].[CH2:58]1[O:59][CH2:60][CH2:61][CH2:62]1.[CH3:66][CH2:67][O:68][C:69]([CH3:70])=[O:71].[Cl:1][c:2]1[cH:3][c:4]([NH:17][c:18]2[c:19]3[c:20]([n:21][cH:22][n:23]2)[s:24][c:25]2[c:26]3[cH:27][cH:28][c:29]([CH2:31][CH2:32][OH:33])[cH:30]2)[cH:5][cH:6][c:7]1[O:8][CH2:9][c:10]1[cH:11][c:12]([F:16])[cH:13][cH:14][cH:15]1.[Cl:63][CH2:64][Cl:65].[c:34]1([P:35]([c:36]2[cH:37][cH:38][cH:39][cH:40][cH:41]2)[c:42]2[cH:43][cH:44][cH:45][cH:46][cH:47]2)[cH:48][cH:49][cH:50][cH:51][cH:52]1>>[Cl:1][c:2]1[cH:3][c:4]([NH:17][c:18]2[c:19]3[c:20]([n:21][cH:22][n:23]2)[s:24][c:25]2[c:26]3[cH:27][cH:28][c:29]([CH2:31][CH2:32][Br:54])[cH:30]2)[cH:5][cH:6][c:7]1[O:8][CH2:9][c:10]1[cH:11][c:12]([F:16])[cH:13][cH:14][cH:15]1. Reactants: Intermediate 223E, C(C)(C)C1=CC=C(C=C1)N\N=C\C(=O)OCC ((E)-ethyl 2-(2-(4-isopropylphenyl)hydrazono)acetate), [N+](=O)([O-])C(=CC1=C(C=C(C(=O)OC(C)(C)C)C=C1)C(=O)N1CC2=CC=CC=C2CC1)CCCC (tert-butyl 4-(2-nitrohex-1-enyl)-3-(1,2,3,4-tetrahydroisoquinoline-2-carbonyl)benzoate). Yields the product C(C)(C)(C)OC(=O)C1=CC(=C(C=C1)C=1C(=NN(C1CCCC)C1=CC=C(C=C1)C(C)C)C(=O)OCC)C(=O)N1CC2=CC=CC=C2CC1 (Ethyl 4-(4-(tert-butoxycarbonyl)-2-(1,2,3,4-tetrahydroisoquinoline-2-carbonyl)phenyl)-5-butyl-1-(4-isopropylphenyl)-1H-pyrazole-3-carboxylate). Yield: 51.3%. Reaction SMILES: [CH:1]([C:4]1[CH:9]=[CH:8][C:7]([NH:10]/[N:11]=[CH:12]/[C:13]([O:15][CH2:16][CH3:17])=[O:14])=[CH:6][CH:5]=1)([CH3:3])[CH3:2].[N+]([C:21]([CH2:48][CH2:49][CH2:50][CH3:51])=[CH:22][C:23]1[CH:35]=[CH:34][C:26]([C:27]([O:29][C:30]([CH3:33])([CH3:32])[CH3:31])=[O:28])=[CH:25][C:24]=1[C:36]([N:38]1[CH2:47][CH2:46][C:45]2[C:40](=[CH:41][CH:42]=[CH:43][CH:44]=2)[CH2:39]1)=[O:37])([O-])=O>>[C:30]([O:29][C:27]([C:26]1[CH:34]=[CH:35][C:23]([C:22]2[C:12]([C:13]([O:15][CH2:16][CH3:17])=[O:14])=[N:11][N:10]([C:7]3[CH:6]=[CH:5][C:4]([CH:1]([CH3:3])[CH3:2])=[CH:9][CH:8]=3)[C:21]=2[CH2:48][CH2:49][CH2:50][CH3:51])=[C:24]([C:36]([N:38]2[CH2:47][CH2:46][C:45]3[C:40](=[CH:41][CH:42]=[CH:43][CH:44]=3)[CH2:39]2)=[O:37])[CH:25]=1)=[O:28])([CH3:31])([CH3:32])[CH3:33]. Reported procedure: Following a procedure analogous to that for the synthesis of Intermediate 223E, (E)-ethyl 2-(2-(4-isopropylphenyl)hydrazono)acetate (25.2 mg, 0.108 mmol) and tert-butyl 4-(2-nitrohex-1-enyl)-3-(1,2,3,4-tetrahydroisoquinoline-2-carbonyl)benzoate (50 mg, 0.108 mmol) were converted to the title compound (36 mg, 52%) as a pale yellow oil. 1H NMR (CDCl3, 1:1 mixture of amide rotamers) δ 8.08 (dd, J=8, 2 Hz, 1H), 8.04-8.03 (m, 1H), 7.43-6.81 (m, 9H), 5.02-4.98 (m, 1H), 4.46-4.38 (m, 1H), 4.30-4.27 (m,... The solvent is O1CCCC1 (tetrahydrofuran), O (water). Reactants: C1(=CC=CC=C1)S(=O)(=O)N1C=C(C=2C(=CC=CC12)C(=O)OC)CCN[C@@H]1CN2CCC1CC2 ((S)-methyl 1-(phenylsulfonyl)-3-(2-(quinuclidin-3-ylamino)ethyl)-1H-indole-4-carboxylate), O.[OH-].[Li+] (lithium hydroxide monohydrate). The product is C1(=CC=CC=C1)S(=O)(=O)N1C=C(C=2C(=CC=CC12)C(=O)[O-])CCN[C@@H]1CN2CCC1CC2.[Li+] (lithium (S)-1-(phenylsulfonyl)-3-(2-(quinuclidin-3-ylamino)ethyl)-1H-indole-4-carboxylate). Reported procedure: To a solution of (S)-methyl 1-(phenylsulfonyl)-3-(2-(quinuclidin-3-ylamino)ethyl)-1H-indole-4-carboxylate (480 mg, 1.02 mmol) from Step D above in tetrahydrofuran (10 mL) was added lithium hydroxide monohydrate (129 mg, 3.07 mmol) in water (3 mL). The mixture was stirred at ambient temperature overnight and then concentrated under reduced pressure. The residue was dried overnight under vacuum to afford crude lithium (S)-1-(phenylsulfonyl)-3-(2-(quinuclidin-3-ylamino)ethyl)-1H-indole-4-carboxylat... Run at time 8 hour. RXN SMILES: [C:1]1([S:7]([N:10]2[C:18]3[CH:17]=[CH:16][CH:15]=[C:14]([C:19]([O:21]C)=[O:20])[C:13]=3[C:12]([CH2:23][CH2:24][NH:25][C@H:26]3[CH:31]4[CH2:32][CH2:33][N:28]([CH2:29][CH2:30]4)[CH2:27]3)=[CH:11]2)(=[O:9])=[O:8])[CH:6]=[CH:5][CH:4]=[CH:3][CH:2]=1.O.[OH-].[Li+:36]>O1CCCC1.O>[C:1]1([S:7]([N:10]2[C:18]3[CH:17]=[CH:16][CH:15]=[C:14]([C:19]([O-:21])=[O:20])[C:13]=3[C:12]([CH2:23][CH2:24][NH:25][C@H:26]3[CH:31]4[CH2:32][CH2:33][N:28]([CH2:29][CH2:30]4)[CH2:27]3)=[CH:11]2)(=[O:9])=[O:8])[CH:6]=[CH:5][CH:4]=[CH:3][CH:2]=1.[Li+:36] |f:1.2.3,6.7|. Reactants: Cl (hydrochloric acid), Cl.COC(=O)NC1=NC2=C(N1)C=CC(=C2)S(=O)(=O)Cl (2-[(methoxycarbonyl)amino]-1H-benzimidazol-5-sulfonic acid chloride hydrochloride), CCCBr (n-propyl bromide). Reagents/catalysts: [Fe] (Fe). Run at time 1 hour. Yields the product COC(=O)NC1=NC2=C(N1)C=CC(=C2)SCCC (2-[(Methoxycarbonyl)amino]-5-propylthio-1H-benzimidazole). RXN SMILES: Cl.Cl.[CH3:3][O:4][C:5]([NH:7][C:8]1[NH:12][C:11]2[CH:13]=[CH:14][C:15]([S:17](Cl)(=O)=O)=[CH:16][C:10]=2[N:9]=1)=[O:6].[CH3:21][CH2:22][CH2:23]Br>[Fe]>[CH3:3][O:4][C:5]([NH:7][C:8]1[NH:12][C:11]2[CH:13]=[CH:14][C:15]([S:17][CH2:21][CH2:22][CH3:23])=[CH:16][C:10]=2[N:9]=1)=[O:6] |f:1.2|. Reported procedure: Into 100 ml. of a 10% aqueous hydrochloric acid solution 1.5 g. of Sn powder are added at 0 to 10° C., followed by the addition of 10.8 g. (0.033 moles) of 2-[(methoxycarbonyl)amino]-1H-benzimidazol-5-sulfonic acid chloride hydrochloride. The reaction mixture is stirred at the same temperature for one hour. Thereafter 10 g. of Fe powder are added and it is stirred at 25° to 30° C. for 6 hours. The metals are dissolved and 2-[(methoxycarbonyl)amino]-1H-benzimidazole-5-thiol precipitates. The prec... The reactants are ClC1=CC=C(C(CCNC2=C(NC3=CC(=CC(=C23)Cl)Cl)C(=O)OCC)=O)C=C1 (3-[(p-chlorophenacyl)methylamino]-2-carbethoxy-4,6-dichloroindole), [OH-].[Li+] (lithium hydroxide), O1CCCC1 (tetrahydrofuran), O (water). Solvent: C(C)(=O)OCC (ethyl acetate). Reaction conditions: time 8 hour. Yields the product ClC1=CC=C(C(CCNC2=C(NC3=CC(=CC(=C23)Cl)Cl)C(=O)O)=O)C=C1 (3-[(p-chlorophenacyl)methylamino]-2-carboxy-4,6-dichloroindole). RXN SMILES: [Cl:1][C:2]1[CH:28]=[CH:27][C:5]([C:6](=[O:26])[CH2:7][CH2:8][NH:9][C:10]2[C:18]3[C:13](=[CH:14][C:15]([Cl:20])=[CH:16][C:17]=3[Cl:19])[NH:12][C:11]=2[C:21]([O:23]CC)=[O:22])=[CH:4][CH:3]=1.[OH-].[Li+].O1CCCC1.O>C(OCC)(=O)C>[Cl:1][C:2]1[CH:3]=[CH:4][C:5]([C:6](=[O:26])[CH2:7][CH2:8][NH:9][C:10]2[C:18]3[C:13](=[CH:14][C:15]([Cl:20])=[CH:16][C:17]=3[Cl:19])[NH:12][C:11]=2[C:21]([OH:23])=[O:22])=[CH:27][CH:28]=1 |f:1.2|. Reported procedure: Mix 3-[(p-chlorophenacyl)methylamino]-2-carbethoxy-4,6-dichloroindole (1.3 g, 3.1 mmol), excess lithium hydroxide, tetrahydrofuran and water and stir overnight. Dilute with ethyl acetate and separate the layers. Dry the organic phase over magnesium sulfate, filter and concentrate in vacuo to yield the title compound; mp 279°-283° C. The reactants are C1(=CC=CC=C1)CCC(=O)N (3-(phenyl)propionamide), C1(=CC=C(C=C1)S(=O)(=O)O)C (p-toluenesulfonic acid), product, N1N=NC2=C1C=CC=C2 (benzotriazole). Product: N1(N=NC2=C1C=CC=C2)C(C(CC2=CC=CC=C2)(C)C)NC(CCC2=CC=CC=C2)=O (N-[1-(1H-1,2,3-Benzotriazol-1-yl)-2,2-dimethyl-3-phenylpropyl]-3-phenylpropionamide). As a reaction SMILES: [C:1]1([CH2:7][CH2:8][C:9]([NH2:11])=[O:10])[CH:6]=[CH:5][CH:4]=[CH:3][CH:2]=1.[NH:12]1[C:16]2[CH:17]=[CH:18][CH:19]=[CH:20][C:15]=2[N:14]=[N:13]1.[C:21]1([CH3:31])[CH:26]=[CH:25][C:24](S(O)(=O)=O)=[CH:23][CH:22]=1>>[N:12]1([CH:2]([NH:11][C:9](=[O:10])[CH2:8][CH2:7][C:1]2[CH:6]=[CH:5][CH:4]=[CH:3][CH:2]=2)[C:1]([CH3:7])([CH3:6])[CH2:31][C:21]2[CH:26]=[CH:25][CH:24]=[CH:23][CH:22]=2)[C:16]2[CH:17]=[CH:18][CH:19]=[CH:20][C:15]=2[N:14]=[N:13]1. Reported procedure: A suspension of 3-(phenyl)propionamide, the product from Example 18A, benzotriazole, and p-toluenesulfonic acid was processed as described in Example 1C to provide the title compound. Reported procedure: To a solution of 1-(3-phenyl-isoxazoi-4-yl)-ethanone (6.35 g, 34 mmol) in chloroform (50 mL) and AcOH (1 mL) at 48° C. was added a solution of bromine (1.83 mL, 36 mmol) in chloroform (15 mL) over 10 min keeping the temperature below 50° C. After addition the reaction mixture was allowed to cool down to room temperature and poured into ice-water (200 mL). The layers were separated and the aqueous layer extracted with dichloromethane. The combined organic layers were then washed with water and br... Starting materials: ice water, C1(=CC=CC=C1)C1=NOC=C1C(C)=O (1-(3-phenyl-isoxazoi-4-yl)-ethanone), BrBr (bromine). Reaction SMILES: [C:1]1([C:7]2[C:11]([C:12](=[O:14])[CH3:13])=[CH:10][O:9][N:8]=2)[CH:6]=[CH:5][CH:4]=[CH:3][CH:2]=1.[Br:15]Br>C(Cl)(Cl)Cl.CC(O)=O>[Br:15][CH2:13][C:12]([C:11]1[C:7]([C:1]2[CH:2]=[CH:3][CH:4]=[CH:5][CH:6]=2)=[N:8][O:9][CH:10]=1)=[O:14]. Yields the product BrCC(=O)C=1C(=NOC1)C1=CC=CC=C1 (2-Bromo-1-(3-phenyl-isoxazol-4-yl)-ethanone). The solvent is C(Cl)(Cl)Cl (chloroform), CC(=O)O (AcOH), C(Cl)(Cl)Cl (chloroform). Isolated yield 41.1%.